From a dataset of the Open Reaction Database (ORD), a public repository of structured organic reaction records. describe an organic reaction: reactants, conditions, products, and yield Reactants: Cl.C(C1=CC=CC=C1)OC1=CC=C(OCCN2CCC(CC2)CC2=CC=CC=C2)C=C1 (1-[2-(4-benzyloxyphenoxy)ethyl]-4-benzylpiperidine hydrochloride), Cl (HCl), CCOCC (ether), [H][H] (hydrogen). Run in C(C)O (ethanol), CO (methanol), [Pd] (Pd/C). Conditions: time 8 hour. Yields the product Cl.OC1=CC=C(OCCN2CCC(CC2)CC2=CC=CC=C2)C=C1 (1-[2-(4-hydroxyphenoxy)ethyl]-4-benzylpiperidine hydrochloride). Yield: 94.9%. As a reaction SMILES: [ClH:1].C([O:9][C:10]1[CH:31]=[CH:30][C:13]([O:14][CH2:15][CH2:16][N:17]2[CH2:22][CH2:21][CH:20]([CH2:23][C:24]3[CH:29]=[CH:28][CH:27]=[CH:26][CH:25]=3)[CH2:19][CH2:18]2)=[CH:12][CH:11]=1)C1C=CC=CC=1.Cl.[H][H].CCOCC>C(O)C.CO.[Pd]>[ClH:1].[OH:9][C:10]1[CH:11]=[CH:12][C:13]([O:14][CH2:15][CH2:16][N:17]2[CH2:18][CH2:19][CH:20]([CH2:23][C:24]3[CH:29]=[CH:28][CH:27]=[CH:26][CH:25]=3)[CH2:21][CH2:22]2)=[CH:30][CH:31]=1 |f:0.1,8.9|. Reported procedure: To a solution of 1-[2-(4-benzyloxyphenoxy)ethyl]-4-benzylpiperidine hydrochloride (401 mg, 1.0 mmol) in 25 mL of ethanol was added 1.0 mL of 1 M HCl in methanol and 100 mg of 10% Pd/C. The resulting mixture was hydrogenated at 30 psi of hydrogen for 2 h. The catalyst was removed through a short column of celite (5 g) and washed with methanol (3×15 mL). The combined flitrate was evaporated in vacuo to give an oil and then ether (30 mL) was added to the residue. The resulting mixture was allowed t...